describe an organic reaction: reactants, conditions, products, and yield From a dataset of the Open Reaction Database (ORD), a public repository of structured organic reaction records. Starting materials: BrC=1C=C(C=NC1)N1CCN(CC1)C (1-(5-bromo-pyridin-3-yl)-4-methyl-piperazine), S1C(=CC=C1)[Sn](CCCC)(CCCC)CCCC (2-thienyltributylstannane). Reagents/catalysts: C=1C=CC(=CC1)[P](C=2C=CC=CC2)(C=3C=CC=CC3)[Pd]([P](C=4C=CC=CC4)(C=5C=CC=CC5)C=6C=CC=CC6)([P](C=7C=CC=CC7)(C=8C=CC=CC8)C=9C=CC=CC9)[P](C=1C=CC=CC1)(C=1C=CC=CC1)C=1C=CC=CC1 (Pd(PPh3)4). Solvent: O1CCOCC1 (dioxane). Conditions: temperature 100 celsius. The product is CN1CCN(CC1)C=1C=NC=C(C1)C=1SC=CC1 (1-Methyl-4-(5-thiophen-2-yl-pyridin-3-yl)-piperazine). As a reaction SMILES: Br[C:2]1[CH:3]=[C:4]([N:8]2[CH2:13][CH2:12][N:11]([CH3:14])[CH2:10][CH2:9]2)[CH:5]=[N:6][CH:7]=1.[S:15]1[CH:19]=[CH:18][CH:17]=[C:16]1[Sn](CCCC)(CCCC)CCCC>C1C=CC([P]([Pd]([P](C2C=CC=CC=2)(C2C=CC=CC=2)C2C=CC=CC=2)([P](C2C=CC=CC=2)(C2C=CC=CC=2)C2C=CC=CC=2)[P](C2C=CC=CC=2)(C2C=CC=CC=2)C2C=CC=CC=2)(C2C=CC=CC=2)C2C=CC=CC=2)=CC=1.O1CCOCC1>[CH3:14][N:11]1[CH2:12][CH2:13][N:8]([C:4]2[CH:5]=[N:6][CH:7]=[C:2]([C:16]3[S:15][CH:19]=[CH:18][CH:17]=3)[CH:3]=2)[CH2:9][CH2:10]1 |^1:36,38,57,76|. Procedure: To a vial was added 1-(5-bromo-pyridin-3-yl)-4-methyl-piperazine (47 mg, 0.13 mmol), Pd(PPh3)4 (34 mg), 2-thienyltributylstannane (67 mg, 0.15 mmol) and dioxane (1 mL). The resulting mixture was heated at 100° C. for 24 hrs. The resulting mixture was extracted with EtOAc. The organic layer was dried and concentrated, and the residue was purified by preparative TLC (hexanes/EtOAc) to yield the title compound as a solid. Starting materials: CN1CCOCC1, CN(C)c1ccccn1, CS(=O)(=O)Cl, ClCCl, COC(=S)c1cc(-c2nc(-c3ccc(N)cc3)cs2)c(C)s1. Reaction SMILES: [CH3:23][N:24]1[CH2:25][CH2:26][O:27][CH2:28][CH2:29]1.[CH3:30][N:31]([c:32]1[cH:33][cH:34][cH:35][cH:36][n:37]1)[CH3:38].[CH3:39][S:40]([Cl:41])(=[O:42])=[O:43].[Cl:44][CH2:45][Cl:46].[NH2:1][c:2]1[cH:3][cH:4][c:5](-[c:8]2[n:9][c:10](-[c:13]3[cH:14][c:15]([C:19](=[S:20])[O:21][CH3:22])[s:16][c:17]3[CH3:18])[s:11][cH:12]2)[cH:6][cH:7]1>>[NH:1]([c:2]1[cH:3][cH:4][c:5](-[c:8]2[n:9][c:10](-[c:13]3[cH:14][c:15]([C:19](=[S:20])[O:21][CH3:22])[s:16][c:17]3[CH3:18])[s:11][cH:12]2)[cH:6][cH:7]1)[S:40]([CH3:39])(=[O:42])=[O:43]. Yields the product COC(=S)c1cc(-c2nc(-c3ccc(NS(C)(=O)=O)cc3)cs2)c(C)s1. Reactants: FC(C(=O)O)(F)F.FC(C(=O)O)(F)F.FC(C(=O)O)(F)F.FC(C(=O)O)(F)F.ClC=1C=NC=2NC=3C=NC=C(CCC4=C(C=CC(NC1N2)=C4)NCCC4CCNCC4)C3 (6-chloro-N-(2-piperidin-4-ylethyl)-2,4,8,18,22-pentaazatetracyclo[14.3.1.1(3,7).1(9,13)]docosa-1(20),3(22),4,6,9(21),10,12,16,18-nonaen-12-amine tetrakis(trifluoroacetate)), CC1=CC(=NO1)C(=O)Cl (5-methylisoxazole-3-carbonyl chloride). Yields the product FC(C(=O)O)(F)F.FC(C(=O)O)(F)F.FC(C(=O)O)(F)F.ClC=1C=NC=2NC=3C=NC=C(CCC4=C(C=CC(NC1N2)=C4)NCCC4CCN(CC4)C(=O)C4=NOC(=C4)C)C3 (6-Chloro-N-(2-{1-[(5-methylisoxazol-3-yl)carbonyl]piperidin-4-yl}ethyl)-2,4,8,18,22-pentaazatetracyclo[14.3.1.1(3,7).1(9,13)]docosa-1(20),3(22),4,6,9(21),10,12,16,18-nonaen-12-amine tris(trifluoroacetate)). Yield: 55.0%. RXN SMILES: [F:1][C:2]([F:7])([F:6])[C:3]([OH:5])=[O:4].[F:8][C:9]([F:14])([F:13])[C:10]([OH:12])=[O:11].[F:15][C:16]([F:21])([F:20])[C:17]([OH:19])=[O:18].FC(F)(F)C(O)=O.[Cl:29][C:30]1[CH:31]=[N:32][C:33]2[NH:34][C:35]3[CH:36]=[N:37][CH:38]=[C:39]([CH:60]=3)[CH2:40][CH2:41][C:42]3[CH:50]=[C:46]([NH:47][C:48]=1[N:49]=2)[CH:45]=[CH:44][C:43]=3[NH:51][CH2:52][CH2:53][CH:54]1[CH2:59][CH2:58][NH:57][CH2:56][CH2:55]1.[CH3:61][C:62]1[O:66][N:65]=[C:64]([C:67](Cl)=[O:68])[CH:63]=1>>[F:1][C:2]([F:7])([F:6])[C:3]([OH:5])=[O:4].[F:8][C:9]([F:14])([F:13])[C:10]([OH:12])=[O:11].[F:15][C:16]([F:21])([F:20])[C:17]([OH:19])=[O:18].[Cl:29][C:30]1[CH:31]=[N:32][C:33]2[NH:34][C:35]3[CH:36]=[N:37][CH:38]=[C:39]([CH:60]=3)[CH2:40][CH2:41][C:42]3[CH:50]=[C:46]([NH:47][C:48]=1[N:49]=2)[CH:45]=[CH:44][C:43]=3[NH:51][CH2:52][CH2:53][CH:54]1[CH2:55][CH2:56][N:57]([C:67]([C:64]2[CH:63]=[C:62]([CH3:61])[O:66][N:65]=2)=[O:68])[CH2:58][CH2:59]1 |f:0.1.2.3.4,6.7.8.9|. Reported procedure: The desired compound was prepared according to the procedure of Example D94 using 6-chloro-N-(2-piperidin-4-ylethyl)-2,4,8,18,22-pentaazatetracyclo[14.3.1.1(3,7).1(9,13)]docosa-1(20),3(22),4,6,9(21),10,12,16,18-nonaen-12-amine tetrakis(trifluoroacetate) and 5-methylisoxazole-3-carbonyl chloride as the starting materials in 55% yield. LCMS for C29H32ClN8O2 (M+H)+: m/z=559.2. Starting materials: O1C2CCCC1C(=O)OC2=O (Tetrahydropyran-2,6-dicarboxylic anhydride), NCCCCN1CCN(CC1)C1=NC=CC=N1 (1-(4-aminobutyl)-4-(2-pyrimidinyl)piperazine). The solvent is C(Cl)Cl (methylene chloride). Conditions: time 30 minute. The product is N1=C(N=CC=C1)N1CCN(CC1)CCCCN1C(C2CCCC(C1=O)O2)=O (3-[4-[4-(2-Pyrimidinyl)-1-piperazinyl]butyl]-9-oxa-3-azabicyclo[3.3.1]nonane-2,4-dione). As a reaction SMILES: [O:1]1[CH:6]2[C:7]([O:9][C:10](=[O:11])[CH:2]1[CH2:3][CH2:4][CH2:5]2)=O.[NH2:12][CH2:13][CH2:14][CH2:15][CH2:16][N:17]1[CH2:22][CH2:21][N:20]([C:23]2[N:28]=[CH:27][CH:26]=[CH:25][N:24]=2)[CH2:19][CH2:18]1>C(Cl)Cl>[N:24]1[CH:25]=[CH:26][CH:27]=[N:28][C:23]=1[N:20]1[CH2:21][CH2:22][N:17]([CH2:16][CH2:15][CH2:14][CH2:13][N:12]2[C:7](=[O:9])[CH:6]3[O:1][CH:2]([CH2:3][CH2:4][CH2:5]3)[C:10]2=[O:11])[CH2:18][CH2:19]1. Reported procedure: Tetrahydropyran-2,6-dicarboxylic anhydride (3.0 g., 19 mmole) and 1-(4-aminobutyl)-4-(2-pyrimidinyl)piperazine (4.98 g., 21 mmole) were combined and stirred for 30 minutes in 200 ml. of methylene chloride. The solvent was removed in vacuum and replaced with 300 ml. of xylene. The mixture was refluxed for 48 hours with water removal via a Dean-Stark trap. The solvent was again removed in vacuum and the residue was column chromatographed on 100 g. of silica with a gradient elution beginning with c...